This data is from the Open Reaction Database (ORD), a public repository of structured organic reaction records. The task is: describe an organic reaction: reactants, conditions, products, and yield Reactants: CCO, CC(C)c1csc(C=Cc2cc([N+](=O)[O-])ccc2Cl)n1, [Na+], [OH-], O, O, O, Cl[Sn]Cl. The product is CC(C)c1csc(C=Cc2cc(N)ccc2Cl)n1. As a reaction SMILES: [CH2:26]([OH:27])[CH3:28].[Cl:1][c:2]1[c:3]([CH:11]=[CH:12][c:13]2[s:14][cH:15][c:16]([CH:18]([CH3:19])[CH3:20])[n:17]2)[cH:4][c:5]([N+:8]([O-:9])=[O:10])[cH:6][cH:7]1.[Na+:30].[OH-:29].[OH2:21].[OH2:22].[OH2:31].[Sn:23]([Cl:24])[Cl:25]>>[Cl:1][c:2]1[c:3]([CH:11]=[CH:12][c:13]2[s:14][cH:15][c:16]([CH:18]([CH3:19])[CH3:20])[n:17]2)[cH:4][c:5]([NH2:8])[cH:6][cH:7]1. The reactants are N1N=CC=2C(=CC=CC12)O (1H-indazol-4-ol), [N+](=O)([O-])C1=CC=C(C(=O)O[C@@H]2CC[C@@H](CC2)N2C(C3=CC=CC=C3C2=O)=O)C=C1 (cis-4-(1,3-dioxo-1,3-dihydro-2H-isoindol-2-yl)cyclohexyl 4-nitrobenzoate), O[C@H]1CC[C@H](CC1)N1C(C2=CC=CC=C2C1=O)=O (cis-2-(4-hydroxycyclohexyl)-1H-isoindole-1,3(2H)-dione), C1(=CC=CC=C1)P(C1=CC=CC=C1)C1=CC=CC=C1 (triphenylphosphine), N(=NC(=O)OCC1=CC=CC=C1)C(=O)OCC1=CC=CC=C1.ClCCl (dibenzyl azodicarboxylate dichloromethane). Run in O1CCCC1 (tetrahydrofuran). Conditions: time 8 hour. Yields the product N1N=CC2=C(C=CC=C12)O[C@@H]1CC[C@H](CC1)N (trans-4-(1H-indazol-4-yloxy)-cyclohexanamine). The yield is 5.6%. RXN SMILES: [NH:1]1[C:9]2[CH:8]=[CH:7][CH:6]=[C:5]([OH:10])[C:4]=2[CH:3]=[N:2]1.[N+:11]([C:14]1[CH:39]=[CH:38][C:17](C(O[C@H]2CC[C@@H](N3C(=O)C4C(=CC=CC=4)C3=O)CC2)=O)=[CH:16][CH:15]=1)([O-])=O.O[C@@H]1CC[C@H](N2C(=O)C3C(=CC=CC=3)C2=O)CC1.C1(P(C2C=CC=CC=2)C2C=CC=CC=2)C=CC=CC=1.N(C(OCC1C=CC=CC=1)=O)=NC(OCC1C=CC=CC=1)=O.ClCCl>O1CCCC1>[NH:1]1[C:9]2[C:4](=[C:5]([O:10][C@H:17]3[CH2:38][CH2:39][C@H:14]([NH2:11])[CH2:15][CH2:16]3)[CH:6]=[CH:7][CH:8]=2)[CH:3]=[N:2]1 |f:4.5|. Reported procedure: To a solution of the 1H-indazol-4-ol (131 mg, 0.977 mmol) obtained in Example 320, (b) in tetrahydrofuran (10 ml) were added dropwise cis-2-(4-hydroxycyclohexyl)-1H-isoindole-1,3(2H)-dione (215 mg, 0.879 mmol), triphenylphosphine (283 mg, 1.07 mmol) and 40%-dibenzyl azodicarboxylate-dichloromethane solution (0.672 ml, 1.17 mmol) at 0° C. The resulting mixture was warmed up to room temperature 30 minutes after the addition. After stirring overnight, the reaction solution was concentrated under re... Reactants: C(C1=CC=CC=C1)OC([C@@H](NC(=O)OC(C)(C)C)CC1CCCC1)=O (N-(tert-butoxycarbonyl)-3-cyclopentyl-L-alanine benzyl ester), O.C1(=CC=C(C=C1)S(=O)(=O)O)C (4-toluenesulphonic acid hydrate), C(C)(C)(C)OC(=O)N[C@@H](C(C)(C)C)C(=O)O (N-(tert-butoxycarbonyl)-3-methyl-L-valine), ON1N=NC2=C1C=CC=C2 (1-hydroxybenzotriazole), Cl.CN(CCCN=C=NCC)C (1-(3-dimethylaminopropyl)-3-ethylcarbodiimide hydrochloride), C(C)N1CCOCC1 (N-ethylmorpholine). The solvent is C(C)#N (acetonitrile), ClCCl (dichloromethane). Conditions: time 18 hour. Product: C(C1=CC=CC=C1)OC([C@@H](NC([C@@H](NC(=O)OC(C)(C)C)C(C)(C)C)=O)CC1CCCC1)=O (N-[N-(tert-butoxycarbonyl)-3-methyl-L-valyl]-3-cyclopentyl-L-alanine benzyl ester). The yield is 61.4%. Reaction SMILES: [CH2:1]([O:8][C:9](=[O:25])[C@H:10]([CH2:19][CH:20]1[CH2:24][CH2:23][CH2:22][CH2:21]1)[NH:11][C:12]([O:14]C(C)(C)C)=O)[C:2]1[CH:7]=[CH:6][CH:5]=[CH:4][CH:3]=1.O.C1(C)C=CC(S(O)(=O)=O)=CC=1.[C:38]([O:42][C:43]([NH:45][C@H:46](C(O)=O)[C:47]([CH3:50])([CH3:49])[CH3:48])=[O:44])([CH3:41])([CH3:40])[CH3:39].ON1C2C=CC=CC=2N=N1.Cl.CN(C)CCCN=C=NCC.C(N1CCOCC1)C>C(#N)C.ClCCl>[CH2:1]([O:8][C:9](=[O:25])[C@H:10]([CH2:19][CH:20]1[CH2:21][CH2:22][CH2:23][CH2:24]1)[NH:11][C:12](=[O:14])[C@H:46]([C:47]([CH3:50])([CH3:49])[CH3:48])[NH:45][C:43]([O:42][C:38]([CH3:40])([CH3:39])[CH3:41])=[O:44])[C:2]1[CH:3]=[CH:4][CH:5]=[CH:6][CH:7]=1 |f:1.2,5.6|. Procedure: 1.54 g (4.44 mmol) of N-(tert-butoxycarbonyl)-3-cyclopentyl-L-alanine benzyl ester and 2.53 g (13.32 mmol) of 4-toluenesulphonic acid hydrate were dissolved in 20 ml of acetonitrile and the solution was left to standat room temperature for 18 hours. The white precipitate formed was filteredoff and added to a mixture of 867 mg (3.75 mmol) of N-(tert-butoxycarbonyl)-3-methyl-L-valine, 557 mg (3.64 mmol) of 1-hydroxybenzotriazole, 793 mg (4.14 mmol) of 1-(3-dimethylaminopropyl)-3-ethylcarbodiimide ... Reported procedure: The ester 161 and lithium hydroxide in tetrahydrofuran: methanol:water (3:2:1) is stirred at room temperature for 4 h. The mixture is diluted with DMF and purified by HPLC to provide 162. The product is O1C(=CC2=C1C=CC=C2)C(=O)NC=2C(=C(SC2)C2=NC=C(N=C2)OC)C(=O)O (4-(benzofuran-2-carboxamido)-2-(5-methoxypyrazin-2-yl)thiophene-3-carboxylic acid). As a reaction SMILES: [O:1]1[C:5]2[CH:6]=[CH:7][CH:8]=[CH:9][C:4]=2[CH:3]=[C:2]1[C:10]([NH:12][C:13]1[C:14]([C:26]([O:28]C)=[O:27])=[C:15]([C:18]2[CH:23]=[N:22][C:21]([O:24][CH3:25])=[CH:20][N:19]=2)[S:16][CH:17]=1)=[O:11].[OH-].[Li+]>O1CCCC1.CO.O.CN(C=O)C>[O:1]1[C:5]2[CH:6]=[CH:7][CH:8]=[CH:9][C:4]=2[CH:3]=[C:2]1[C:10]([NH:12][C:13]1[C:14]([C:26]([OH:28])=[O:27])=[C:15]([C:18]2[CH:23]=[N:22][C:21]([O:24][CH3:25])=[CH:20][N:19]=2)[S:16][CH:17]=1)=[O:11] |f:1.2,3.4.5|. Reactants: O1C(=CC2=C1C=CC=C2)C(=O)NC=2C(=C(SC2)C2=NC=C(N=C2)OC)C(=O)OC (Methyl 4-(benzofuran-2-carboxamido)-2-(5-methoxypyrazin-2-yl)thiophene-3-carboxylate), [OH-].[Li+] (lithium hydroxide). Run in O1CCCC1.CO.O (tetrahydrofuran methanol water), CN(C)C=O (DMF). Starting materials: C(C)(C)(C)C1=C(O)C=CC(=C1)O (2-t-butylhydroquinone), CC(CCCC(=O)OC)=C (methyl 5-methyl-hex-5-enoate), C1(=CC=C(C=C1)S(=O)(=O)O)C (p-toluene sulphonic acid). Yields the product C(C)(C)(C)C1=CC(=C(C=C1O)C(CCCC(=O)OC)(C)C)O (methyl 5-(4'-t-butyl-2',5'-dihydroxyphenyl)-5-methylhexanoate). Reaction SMILES: [C:1]([C:5]1[CH:11]=[C:10]([OH:12])[CH:9]=[CH:8][C:6]=1[OH:7])([CH3:4])([CH3:3])[CH3:2].CC(=C)C[CH2:16][CH2:17][C:18]([O:20][CH3:21])=[O:19].[C:23]1([CH3:33])[CH:28]=CC(S(O)(=O)=O)=C[CH:24]=1>>[C:23]([C:9]1[C:10]([OH:12])=[CH:11][C:5]([C:1]([CH3:4])([CH3:2])[CH2:3][CH2:16][CH2:17][C:18]([O:20][CH3:21])=[O:19])=[C:6]([OH:7])[CH:8]=1)([CH3:33])([CH3:28])[CH3:24]. Procedure details: 16.6 Parts of 2-t-butylhydroquinone, 14.2 parts of methyl 5-methyl-hex-5-enoate and 0.5 parts of p-toluene sulphonic acid are reacted and worked up as described for Example 25. Distillation gives methyl 5-(4'-t-butyl-2',5'-dihydroxyphenyl)-5-methylhexanoate, b0.3 186°-210° C. This fraction, after crystallisation from 40°-60° petroleum ether, has m.p. 136°-9° C. and the following percentage composition by weight. The reactants are FC(CN(CC(CCC)=O)C1=CC=C(C=C1)C(C(F)(F)F)(C(F)(F)F)O)(F)F (1-((2,2,2-trifluoroethyl){4-[2,2,2-trifluoro-1-hydroxy-1-(trifluoromethyl)ethyl]phenyl}amino)pentan-2-one), CN(CC(CCC)=O)C1=CC=C(C=C1)C(C(F)(F)F)(C(F)(F)F)O (1-(methyl{4-[2,2,2-trifluoro-1-hydroxy-1-(trifluoromethyl)ethyl]-phenyl}amino)-pentan-2-one). Product: O.C(=O)(C(F)(F)F)O (H2O TFA), FC(CN(CC(CCC)O)C1=CC=C(C=C1)C(C(F)(F)F)(C(F)(F)F)O)(F)F (1-((2,2,2-Trifluoroethyl){4-[2,2,2-trifluoro-1-hydroxy-1-(trifluoromethyl)ethyl]phenyl}amino)pentan-2-ol). Yield: 71.0%. As a reaction SMILES: [F:1][C:2]([F:28])([F:27])[CH2:3][N:4]([C:11]1[CH:16]=[CH:15][C:14]([C:17]([OH:26])([C:22]([F:25])([F:24])[F:23])[C:18]([F:21])([F:20])[F:19])=[CH:13][CH:12]=1)[CH2:5][C:6](=[O:10])[CH2:7][CH2:8][CH3:9].CN(C1C=CC(C(O)(C(F)(F)F)C(F)(F)F)=CC=1)CC(=[O:36])CCC>>[OH2:10].[C:17]([OH:26])([C:22]([F:25])([F:24])[F:23])=[O:36].[F:1][C:2]([F:27])([F:28])[CH2:3][N:4]([C:11]1[CH:12]=[CH:13][C:14]([C:17]([OH:26])([C:22]([F:23])([F:24])[F:25])[C:18]([F:21])([F:19])[F:20])=[CH:15][CH:16]=1)[CH2:5][CH:6]([OH:10])[CH2:7][CH2:8][CH3:9] |f:2.3|. Procedure details: Prepared in the manner of Example 34 except 1-((2,2,2-trifluoroethyl){4-[2,2,2-trifluoro-1-hydroxy-1-(trifluoromethyl)ethyl]phenyl}amino)pentan-2-one was substituted for 1-(methyl{4-[2,2,2-trifluoro-1-hydroxy-1-(trifluoromethyl)ethyl]-phenyl}amino)-pentan-2-one. Purification by reverse phase HPLC using a gradient elution of 80:20 H2O/TFA:CH3CN to 50:50 H2O/TFA:CH3CN at 254 nm afforded the title compound as white solid (71%). 1H NMR (CDCl3) δ 7.48 (d, 2H), 6.77 (d, 2H), 4.05 (q, 2H), 3.98 (m, 1H)... Isolated yield 90.8%. Conditions: temperature 60 celsius, time 17 hour. As a reaction SMILES: [OH:1][C:2]1[CH:3]=[C:4]2[C:13](=[CH:14][CH:15]=1)[C:12]1[CH2:11][CH2:10][C:9](=[O:16])[O:8][C:7]=1[CH:6]=[CH:5]2.Br[CH2:18][C:19]([O:21][C:22]([CH3:25])([CH3:24])[CH3:23])=[O:20].C(=O)([O-])[O-].[K+].[K+]>CC(=O)CC>[CH3:23][C:22]([O:21][C:19](=[O:20])[CH2:18][O:1][C:2]1[CH:3]=[C:4]2[C:13](=[CH:14][CH:15]=1)[C:12]1[CH2:11][CH2:10][C:9](=[O:16])[O:8][C:7]=1[CH:6]=[CH:5]2)([CH3:25])[CH3:24] |f:2.3.4|. The solvent is CC(CC)=O (2-butanone). Procedure: A mixture of 2.18 g (10.2 mmol) of 1,2-dihydro-8-hydroxy-3H-naphtho[2,1-b]pyran-3-one from the preceding example, 4.84 g (24.8 mmol) of t-butyl bromoacetate, 5.63 g (40.7 mmol) of anhydrous granular potassium carbonate and 55.5 mL of 2-butanone was heated at 60° C. for 24 hr. A second portion of t-butyl bromoacetate (0.5 mL, 3.1 mmol) was added and the reaction was allowed to proceed for another 17 hr. After being cooled to room temperature, the mixture was filtered and the solids were washed wi... Yields the product CC(C)(C)OC(COC=1C=C2C=CC=3OC(CCC3C2=CC1)=O)=O ([(2,3-Dihydro-3-oxo-1H-naphtho[2,1-b]pyran-8-yl)oxy]acetic Acid 1,1-Dimethylethyl Ester). Starting materials: BrCC(=O)OC(C)(C)C (t-butyl bromoacetate), OC=1C=C2C=CC=3OC(CCC3C2=CC1)=O (1,2-dihydro-8-hydroxy-3H-naphtho[2,1-b]pyran-3-one), BrCC(=O)OC(C)(C)C (t-butyl bromoacetate), C([O-])([O-])=O.[K+].[K+] (potassium carbonate).